Dataset: the Open Reaction Database (ORD), a public repository of structured organic reaction records. Task: describe an organic reaction: reactants, conditions, products, and yield Starting materials: C(C1=CC=CC=C1)OC(NCCNC1=NC(=NC(=C1C#N)C=1OC=CC1)N)=O ([2-(2-amino-5-cyano-6-furan-2-yl-pyrimidin-4-ylamino)-ethyl]-carbamic acid benzyl ester), C1(CCCCC1)=O (cyclohexanone), [H][H] (hydrogen). The reagents and catalysts are [Pd] (palladium on charcoal). Solvent: O1CCOCC1 (dioxane), C(C)O (ethanol). Product: NC1=NC(=C(C(=N1)NCCNC1CCCCC1)C#N)C=1OC=CC1 (2-amino-4-(2-cyclohexylamino-ethylamino)-6-furan-2-yl-pyrimidine-5-carbonitrile). The yield is 46.2%. Reaction SMILES: C(O[C:9](=O)[NH:10][CH2:11][CH2:12][NH:13][C:14]1[C:19]([C:20]#[N:21])=[C:18]([C:22]2[O:23][CH:24]=[CH:25][CH:26]=2)[N:17]=[C:16]([NH2:27])[N:15]=1)C1C=CC=CC=1.[C:29]1(=O)[CH2:34][CH2:33]C[CH2:31][CH2:30]1.[H][H]>O1CCOCC1.C(O)C.[Pd]>[NH2:27][C:16]1[N:15]=[C:14]([NH:13][CH2:12][CH2:11][NH:10][CH:9]2[CH2:33][CH2:34][CH2:29][CH2:30][CH2:31]2)[C:19]([C:20]#[N:21])=[C:18]([C:22]2[O:23][CH:24]=[CH:25][CH:26]=2)[N:17]=1. Procedure: A solution of 200 mg (0.53 mmol) [2-(2-amino-5-cyano-6-furan-2-yl-pyrimidin-4-ylamino)-ethyl]-carbamic acid benzyl ester and 0.055 ml (0.53 mmol) cyclohexanone in 10 ml dioxane and 5 ml ethanol was stirred with a spatula end of 10% palladium on charcoal under 1 atm of hydrogen for 4 h at room temperature. After filtration to remove the catalyst, the reaction mixture was concentrated in vacuo and the residue triturated in ether to afford 80 mg (46%) 2-amino-4-(2-cyclohexylamino-ethylamino)-6-fura... Reactants: ClC(Cl)(Cl)Cl, CCOC(=O)C(=O)Cl, Cc1nn(C)c(F)c1C(=O)Nc1ccccc1C(C)CC(C)(C)C. Product: CCOC(=O)C(=O)N(C(=O)c1c(C)nn(C)c1F)c1ccccc1C(C)CC(C)(C)C. RXN SMILES: [C:33]([Cl:34])([Cl:35])([Cl:36])[Cl:37].[Cl:25][C:26]([C:27](=[O:28])[O:29][CH2:30][CH3:31])=[O:32].[F:1][c:2]1[c:3]([C:9](=[O:10])[NH:11][c:12]2[c:13]([CH:18]([CH2:19][C:20]([CH3:21])([CH3:22])[CH3:23])[CH3:24])[cH:14][cH:15][cH:16][cH:17]2)[c:4]([CH3:8])[n:5][n:6]1[CH3:7]>>[F:1][c:2]1[c:3]([C:9](=[O:10])[N:11]([c:12]2[c:13]([CH:18]([CH2:19][C:20]([CH3:21])([CH3:22])[CH3:23])[CH3:24])[cH:14][cH:15][cH:16][cH:17]2)[C:26]([C:27](=[O:28])[O:29][CH2:30][CH3:31])=[O:32])[c:4]([CH3:8])[n:5][n:6]1[CH3:7]. Starting materials: COC(=O)COc1ccc(CC(C)NCC(O)c2csc(C(F)(F)F)n2)cc1, COC(=O)C=O, Cc1ccccc1, CCOC(C)=O, O. Yields the product COC(=O)COc1ccc(CC(C)N2CC(c3csc(C(F)(F)F)n3)OC2C(=O)OC)cc1. RXN SMILES: [C:1](=[O:2])([O:3][CH3:4])[CH2:5][O:6][c:7]1[cH:8][cH:9][c:10]([CH2:13][CH:14]([CH3:15])[NH:16][CH2:17][CH:18]([c:19]2[n:20][c:21]([C:24]([F:25])([F:26])[F:27])[s:22][cH:23]2)[OH:28])[cH:11][cH:12]1.[C:29]([CH:30]=[O:31])(=[O:32])[O:33][CH3:34].[CH3:35][c:36]1[cH:37][cH:38][cH:39][cH:40][cH:41]1.[CH3:42][CH2:43][O:44][C:45](=[O:46])[CH3:47].[OH2:48]>>[C:1](=[O:2])([O:3][CH3:4])[CH2:5][O:6][c:7]1[cH:8][cH:9][c:10]([CH2:13][CH:14]([CH3:15])[N:16]2[CH2:17][CH:18]([c:19]3[n:20][c:21]([C:24]([F:25])([F:26])[F:27])[s:22][cH:23]3)[O:28][CH:30]2[C:29](=[O:32])[O:33][CH3:34])[cH:11][cH:12]1.